This data is from the Open Reaction Database (ORD), a public repository of structured organic reaction records. The task is: describe an organic reaction: reactants, conditions, products, and yield Reactants: N1CC(C(=O)OCC)CCC1 (ethyl nipecotate), [N+](=O)([O-])C1=C(C=O)C=CC=C1 (2-nitrobenzaldehyde), NC1=NNC=C1 (3-aminopyrazole). Yields the product C(#N)C=1C(C=2C(NC1C1CCNCC1)=NNC2)C2=C(C=CC=C2)[N+](=O)[O-] (5-Cyano-4,7-dihydro-4-(2-nitrophenyl)-6-(piperidin-4-yl)-2H-pyrazolo[3,4-b]pyridine). RXN SMILES: [NH:1]1[CH2:11][CH2:10][CH2:9][CH:3](C(OCC)=O)[CH2:2]1.[N+:12]([C:15]1[CH:22]=[CH:21][CH:20]=[CH:19][C:16]=1[CH:17]=O)([O-:14])=[O:13].[NH2:23][C:24]1[CH:28]=[CH:27][NH:26][N:25]=1>>[C:2]([C:3]1[CH:17]([C:16]2[CH:19]=[CH:20][CH:21]=[CH:22][C:15]=2[N+:12]([O-:14])=[O:13])[C:28]2[C:24](=[N:25][NH:26][CH:27]=2)[NH:23][C:9]=1[CH:9]1[CH2:3][CH2:2][NH:1][CH2:11][CH2:10]1)#[N:1]. Procedure details: The title compound was prepared from ethyl nipecotate, 2-nitrobenzaldehyde and 3-aminopyrazole in the same manner as in Examples 1001 and 1002. Starting materials: CCOC(=O)CCNC(=O)c1cn2nc(Cl)ccc2n1, CCN(C(C)C)C(C)C, CN1CCCC1=O, O, NCCCN1CCC(OC(c2ccccc2)c2ccccc2)CC1. Yields the product CCOC(=O)CCNC(=O)c1cn2nc(NCCCN3CCC(OC(c4ccccc4)c4ccccc4)CC3)ccc2n1. Reaction SMILES: [CH2:25]([CH3:26])[O:27][C:28]([CH2:29][CH2:30][NH:31][C:32](=[O:33])[c:34]1[n:35][c:36]2[n:37]([n:38][c:39]([Cl:42])[cH:40][cH:41]2)[cH:43]1)=[O:44].[CH2:45]([N:46]([CH:47]([CH3:48])[CH3:49])[CH:50]([CH3:51])[CH3:52])[CH3:53].[CH3:55][N:56]1[CH2:57][CH2:58][CH2:59][C:60]1=[O:61].[OH2:54].[c:1]1([CH:7]([O:8][CH:9]2[CH2:10][CH2:11][N:12]([CH2:15][CH2:16][CH2:17][NH2:18])[CH2:13][CH2:14]2)[c:19]2[cH:20][cH:21][cH:22][cH:23][cH:24]2)[cH:2][cH:3][cH:4][cH:5][cH:6]1>>[c:1]1([CH:7]([O:8][CH:9]2[CH2:10][CH2:11][N:12]([CH2:15][CH2:16][CH2:17][NH:18][c:39]3[n:38][n:37]4[c:36]([n:35][c:34]([C:32]([NH:31][CH2:30][CH2:29][C:28]([O:27][CH2:25][CH3:26])=[O:44])=[O:33])[cH:43]4)[cH:41][cH:40]3)[CH2:13][CH2:14]2)[c:19]2[cH:20][cH:21][cH:22][cH:23][cH:24]2)[cH:2][cH:3][cH:4][cH:5][cH:6]1.